Dataset: the Open Reaction Database (ORD), a public repository of structured organic reaction records. Task: describe an organic reaction: reactants, conditions, products, and yield Reactants: CC1CO1, CN(C)C=O, [H-], [Na+], O, c1cc2c(ccc3cn[nH]c32)o1. Yields the product CC(O)Cn1ncc2ccc3occc3c21. RXN SMILES: [CH2:20]1[CH:21]([CH3:22])[O:23]1.[CH3:1][N:2]([CH3:3])[CH:4]=[O:5].[H-:18].[Na+:19].[OH2:24].[nH:6]1[n:7][cH:8][c:9]2[cH:10][cH:11][c:12]3[c:13]([c:14]12)[cH:15][cH:16][o:17]3>>[n:6]1([CH2:20][CH:21]([CH3:22])[OH:23])[n:7][cH:8][c:9]2[cH:10][cH:11][c:12]3[c:13]([c:14]12)[cH:15][cH:16][o:17]3. The reactants are NC1=C(C=O)C=CC(=C1)[N+](=O)[O-] (2-amino-4-nitrobenzaldehyde), tricyclic ketone, 10-nitro-20(RS)-camptothecin, CCC1(C2=C(COC1=O)C(=O)N3CC4=C(C3=C2)N=C5C=C(C=CC5=C4)N)O (11-amino-20(RS)-camptothecin). Reagents/catalysts: [Pd] (palladium/carbon). The product is CCC1(C2=C(COC1=O)C(=O)N3CC4=C(C3=C2)N=C5C=C(C=CC5=C4)N)O (11-amino-20(RS)-camptothecin), NC1=C(C=O)C=CC(=C1)N (2,4-diaminobenzaldehyde), ketone. RXN SMILES: [NH2:1][C:2]1[CH:9]=[C:8]([N+:10]([O-])=O)[CH:7]=[CH:6][C:3]=1[CH:4]=[O:5].[CH3:13][CH2:14][C:15]1([OH:39])[C:20](=[O:21])[O:19][CH2:18][C:17]2[C:22]([N:24]3[C:28](=[CH:29][C:16]1=2)[C:27]1[N:30]=[C:31]2[C:36](=[CH:37][C:26]=1[CH2:25]3)[CH:35]=[CH:34][C:33]([NH2:38])=[CH:32]2)=[O:23]>[Pd]>[CH3:13][CH2:14][C:15]1([OH:39])[C:20](=[O:21])[O:19][CH2:18][C:17]2[C:22]([N:24]3[C:28](=[CH:29][C:16]1=2)[C:27]1[N:30]=[C:31]2[C:36](=[CH:37][C:26]=1[CH2:25]3)[CH:35]=[CH:34][C:33]([NH2:38])=[CH:32]2)=[O:23].[NH2:1][C:2]1[CH:9]=[C:8]([NH2:10])[CH:7]=[CH:6][C:3]=1[CH:4]=[O:5]. Procedure details: In a manner similar to that described for 10-nitro-20(RS)-camptothecin, a mixture of 2-amino-4-nitrobenzaldehyde is treated with the tricyclic ketone 11 yielding 11-nitro-20(RS)-camptothecin which in turn is reduced to 11-amino-20(RS)-camptothecin by palladium/carbon. Alternatively, the 11-amino-20(RS)-camptothecin is obtained by reaction of 2,4-diaminobenzaldehyde with ketone 11. Reactants: BrC1=C2C=C(C(C2=CC=C1)[Si](C)(C)C1C(=CC2=C(C=CC=C12)Br)C)C (Bis(4-bromo-2-methyl-1H-inden-1-yl) (dimethyl)silane), C1(=CC=C(C=C1)[Mg]Br)C (p-tolylmagnesium bromide), white solid. The reagents and catalysts are CC(C)([P](C(C)(C)C)([Pd][P](C(C)(C)C)(C(C)(C)C)C(C)(C)C)C(C)(C)C)C (Pd(PtBu3)2), [Cl-].[Cl-].[Zn+2] (ZnCl2). The solvent is C1CCOC1 (THF), C1CCOC1 (THF), C1CCOC1 (THF), C1CCOC1 (THF). Run at time 1 hour. The product is CC1=CC=C(C=C1)C1=C2C=C(C(C2=CC=C1)[Si](C)(C)C1C(=CC2=C(C=CC=C12)C1=CC=C(C=C1)C)C)C (bis[4-(4-methylphenyl)-2-methyl-1H-inden-1-yl] (dimethyl)silane). As a reaction SMILES: [C:1]1([CH3:9])[CH:6]=[CH:5][C:4]([Mg]Br)=[CH:3][CH:2]=1.Br[C:11]1[CH:19]=[CH:18][CH:17]=[C:16]2[C:12]=1[CH:13]=[C:14]([CH3:34])[CH:15]2[Si:20]([CH:23]1[C:31]2[C:26](=[C:27](Br)[CH:28]=[CH:29][CH:30]=2)[CH:25]=[C:24]1[CH3:33])([CH3:22])[CH3:21]>C1COCC1.[Cl-].[Cl-].[Zn+2].CC(C)([P](C(C)(C)C)([Pd][P](C(C)(C)C)(C(C)(C)C)C(C)(C)C)C(C)(C)C)C>[CH3:9][C:1]1[CH:6]=[CH:5][C:4]([C:11]2[CH:19]=[CH:18][CH:17]=[C:16]3[C:12]=2[CH:13]=[C:14]([CH3:34])[CH:15]3[Si:20]([CH:23]2[C:31]3[C:26](=[C:27]([C:4]4[CH:5]=[CH:6][C:1]([CH3:9])=[CH:2][CH:3]=4)[CH:28]=[CH:29][CH:30]=3)[CH:25]=[C:24]2[CH3:33])([CH3:22])[CH3:21])=[CH:3][CH:2]=1 |f:3.4.5,^1:45,51|. Procedure: In an argon atmosphere, to a solution of 15 mL of THF with 34.0 ml of 0.5 M ZnCl2 (17.0 mmol) in THF, 15.2 ml of 1.0 M p-tolylmagnesium bromide (15.2 mmol) in THF was added at ambient temperature. This mixture was stirred for 1 hour, and, then, 11.7 ml of 0.02 M Pd(PtBu3)2 (0.23 mmol, 4 mol. %) in THF and 2.78 g (5.86 mmol) of 1 were added. The resulting mixture was stirred for 5 hours at reflux. The product was isolated by flash chromatography on Silica Gel 60 (40-63 μm, d 30 mm, l 100 mm; elue... Reactants: [Br-], COc1cc(Br)c(C=O)cc1OCc1ccccc1, CCOC(C)=O, [Cl-], Cl, [NH4+], C1CCOC1, Cc1ccc([Mg+])cc1. Product: COc1cc(Br)c(C(O)c2ccc(C)cc2)cc1OCc1ccccc1. RXN SMILES: [Br-:20].[CH2:1]([c:2]1[cH:3][cH:4][cH:5][cH:6][cH:7]1)[O:8][c:9]1[c:10]([O:18][CH3:19])[cH:11][c:12]([Br:17])[c:13]([CH:14]=[O:15])[cH:16]1.[CH3:32][CH2:33][O:34][C:35](=[O:36])[CH3:37].[Cl-:29].[ClH:31].[NH4+:30].[O:38]1[CH2:39][CH2:40][CH2:41][CH2:42]1.[c:21]1([CH3:28])[cH:22][cH:23][c:24]([Mg+:27])[cH:25][cH:26]1>>[CH2:1]([c:2]1[cH:3][cH:4][cH:5][cH:6][cH:7]1)[O:8][c:9]1[c:10]([O:18][CH3:19])[cH:11][c:12]([Br:17])[c:13]([CH:14]([OH:15])[c:24]2[cH:23][cH:22][c:21]([CH3:28])[cH:26][cH:25]2)[cH:16]1. Reactants: CP(OC)(OC)=O (dimethyl methylphosphonate), C(CCC)[Li] (butyllithium), C1(CCCCC1)CCC(=O)OCC (ethyl 3-cyclohexylpropionate). Solvent: O1CCCC1 (tetrahydrofuran), C(C)(=O)O (acetic acid), O1CCCC1 (tetrahydrofuran), C(C)OCC (diethyl ether). The product is C1(CCCCC1)CCC(CP(OC)(OC)=O)=O (Dimethyl 4-cyclohexyl-2-oxo-butylphosphonate). Yield: 52.3%. As a reaction SMILES: [CH3:1][P:2](=[O:7])([O:5][CH3:6])[O:3][CH3:4].C([Li])CCC.[CH:13]1([CH2:19][CH2:20][C:21](OCC)=[O:22])[CH2:18][CH2:17][CH2:16][CH2:15][CH2:14]1>C(O)(=O)C.O1CCCC1.C(OCC)C>[CH:13]1([CH2:19][CH2:20][C:21](=[O:22])[CH2:1][P:2](=[O:7])([O:5][CH3:6])[O:3][CH3:4])[CH2:18][CH2:17][CH2:16][CH2:15][CH2:14]1. Procedure: 135 g. of dimethyl methylphosphonate were dissolved in 800 ml. of tetrahydrofuran, and to the solution cooled to -65°C., a solution of butyllithium [prepared from 163 g. of butyl bromide and 16 g. of lithium] in 610 ml. of diethyl ether was added drop-wise. To the reaction mixture was added drop-wise a solution of 62.5 g. of ethyl 3-cyclohexylpropionate in 300 ml. of tetrahydrofuran and the resulting mixture was stirred at the same temperature for two hours and afterwards at 0°C., overnight. The...